From a dataset of the Open Reaction Database (ORD), a public repository of structured organic reaction records. describe an organic reaction: reactants, conditions, products, and yield The reactants are ClC(=O)ON=C(C(=O)OCC)C#N (ethyl 2-chlorocarbonyloxyimino-2-cyanoacetate), Example 11 ( 1 ), ClC1=C(C=C(C(=C1)Cl)Cl)O (2,4,5-trichlorophenol), N1=CC=CC=C1 (pyridine). Run in C1=CC=CC=C1 (benzene). Conditions: time 1 hour. Product: ClC1=C(C=C(C(=C1)Cl)Cl)OC(=O)ON=C(C(=O)OCC)C#N (ethyl 2-(2,4,5-trichlorophenyl)oxycarbonyloxyimino-2-cyanoacetate). The yield is 65.7%. RXN SMILES: Cl[C:2]([O:4][N:5]=[C:6]([C:12]#[N:13])[C:7]([O:9][CH2:10][CH3:11])=[O:8])=[O:3].[Cl:14][C:15]1[CH:20]=[C:19]([Cl:21])[C:18]([Cl:22])=[CH:17][C:16]=1[OH:23].N1C=CC=CC=1>C1C=CC=CC=1>[Cl:14][C:15]1[CH:20]=[C:19]([Cl:21])[C:18]([Cl:22])=[CH:17][C:16]=1[O:23][C:2]([O:4][N:5]=[C:6]([C:12]#[N:13])[C:7]([O:9][CH2:10][CH3:11])=[O:8])=[O:3]. Procedure: To a solution of ethyl 2-chlorocarbonyloxyimino-2-cyanoacetate (0.05 mol) prepared as in Example 11 (1), a solution of 2,4,5-trichlorophenol (9.9 g) and pyridine (3.9 g) in benzene (50 ml) is dropwise added under cooling with icewater. The resulting mixture is stirred for 1 hour and allowed to stand over night. The reaction mixture is washed with water, dried and concentrated. The residue is admixed with petroleum ether and filtered to collect crystals, which is dried and recrystallized from a b...